From a dataset of the Open Reaction Database (ORD), a public repository of structured organic reaction records. describe an organic reaction: reactants, conditions, products, and yield The reactants are ClC1=C2C=CNC2=CC(=C1)Cl (4,6-dichloroindole), C([O-])([O-])=O.[K+].[K+] (potassium carbonate), BrCC(C(=O)OCC)=NO (ethyl 3-bromo-2-hydroxyiminopropanoate). Solvent: C(Cl)Cl (methylene chloride), C(Cl)Cl (methylene chloride), C(Cl)Cl (methylene chloride). Yields the product ON=C(C(=O)OCC)CC1=CNC2=CC(=CC(=C12)Cl)Cl (Ethyl 2-(hydroxyimino)-3-(4,6-dichloro-3-indolyl)propanoate). Yield: 70.0%. Reaction SMILES: [Cl:1][C:2]1[CH:10]=[C:9]([Cl:11])[CH:8]=[C:7]2[C:3]=1[CH:4]=[CH:5][NH:6]2.C(=O)([O-])[O-].[K+].[K+].Br[CH2:19][C:20](=[N:26][OH:27])[C:21]([O:23][CH2:24][CH3:25])=[O:22]>C(Cl)Cl>[OH:27][N:26]=[C:20]([CH2:19][C:4]1[C:3]2[C:7](=[CH:8][C:9]([Cl:11])=[CH:10][C:2]=2[Cl:1])[NH:6][CH:5]=1)[C:21]([O:23][CH2:24][CH3:25])=[O:22] |f:1.2.3|. Procedure: Mix 4,6-dichloroindole (5.90 g, 31.72 mmol), potassium carbonate (1.81 g, 47.6 mmol) and anhydrous methylene chloride (200 mL). Stir and add a solution of ethyl 3-bromo-2-hydroxyiminopropanoate (7.00 g, 33.31 mmol) in methylene chloride (75 mL). Stir under a nitrogen atmosphere for 48 hours. Take the solution up in methylene chloride (100 mL) and wash with water (300 mL), saturated sodium hydrogen carbonate (200 mL) and brine (100 mL). Dry (MgSO4) and evaporate the solvent in vacuo to give a tan... Reactants: O=C(Cl)c1ccccc1, CC(C)C(N)C(=O)O, [Na+], [OH-], O. Product: CC(C)C(NC(=O)c1ccccc1)C(=O)O. RXN SMILES: [C:11]([c:12]1[cH:13][cH:14][cH:15][cH:16][cH:17]1)(=[O:18])[Cl:19].[CH3:1][CH:2]([CH3:3])[CH:4]([NH2:5])[C:6]([OH:7])=[O:8].[Na+:10].[OH-:9].[OH2:20]>>[CH3:1][CH:2]([CH3:3])[CH:4]([NH:5][C:11]([c:12]1[cH:13][cH:14][cH:15][cH:16][cH:17]1)=[O:18])[C:6]([OH:7])=[O:8]. Starting materials: S1C2=C(C(=C1)C1=NC(=C3N=CN(C3=N1)C(C)C)Cl)C=CC=C2 (2-(benzo[b]thiophen-3-yl)-6-chloro-9-isopropyl-9H-purine), C1=CC2=C(C=C1O)C(=CN2)CCN (serotonin). Product: S1C2=C(C(=C1)C1=NC(=C3N=CN(C3=N1)C(C)C)NCCC1=CNC3=CC=C(C=C13)O)C=CC=C2 (3-(2-(2-(benzo[b]thiophen-3-yl)-9-isopropyl-9H-purin-6-ylamino)ethyl)-1H-indol-5-ol). RXN SMILES: [S:1]1[CH:5]=[C:4]([C:6]2[N:14]=[C:13]3[C:9]([N:10]=[CH:11][N:12]3[CH:15]([CH3:17])[CH3:16])=[C:8](Cl)[N:7]=2)[C:3]2[CH:19]=[CH:20][CH:21]=[CH:22][C:2]1=2.[CH:23]1[C:28]([OH:29])=[CH:27][C:26]2[C:30]([CH2:33][CH2:34][NH2:35])=[CH:31][NH:32][C:25]=2[CH:24]=1>>[S:1]1[CH:5]=[C:4]([C:6]2[N:14]=[C:13]3[C:9]([N:10]=[CH:11][N:12]3[CH:15]([CH3:17])[CH3:16])=[C:8]([NH:35][CH2:34][CH2:33][C:30]3[C:26]4[C:25](=[CH:24][CH:23]=[C:28]([OH:29])[CH:27]=4)[NH:32][CH:31]=3)[N:7]=2)[C:3]2[CH:19]=[CH:20][CH:21]=[CH:22][C:2]1=2. Reported procedure: Following the procedure of Example 15e, 2-(benzo[b]thiophen-3-yl)-6-chloro-9-isopropyl-9H-purine (b) (80 mg, 0.243 mmol) was reacted with serotonin. The reaction mixture was concentrated, then aqueous sodium bicarbonate solution was added. The mixture was extracted with ethyl acetate. The organic fractions were combined, dried over sodium sulfate, and concentrated. The residue was purified by silica gel chromatography (0 to 5% MeOH in DCM eluant) to afford the title compound as an off-white soli... Starting materials: ClC1=CC=2C3=C(NC2C=C1)CCN(C3)C (8-chloro-2,3,4,5-tetrahydro-2-methyl-1H-pyrido[4,3-b]indole), CN1C=CC=2C1=NC=C(C2)C=C (1-methyl-5-vinyl-1H-pyrrolo[2,3-b]pyridine), [OH-].[K+] (KOH). The solvent is CN1CCCC1=O (NMP). The product is ClC1=CC=2C3=C(N(C2C=C1)CCC=1C=C2C(=NC1)N(C=C2)C)CCN(C3)C (8-chloro-2,3,4,5-tetrahydro-2-methyl-5-(2-(1-methyl-1H-pyrrolo[2,3-b]pyridin-5-yl)ethyl)-1H-pyrido[4,3-b]indole). As a reaction SMILES: [Cl:1][C:2]1[CH:10]=[CH:9][C:8]2[NH:7][C:6]3[CH2:11][CH2:12][N:13]([CH3:15])[CH2:14][C:5]=3[C:4]=2[CH:3]=1.[CH3:16][N:17]1[C:21]2=[N:22][CH:23]=[C:24]([CH:26]=[CH2:27])[CH:25]=[C:20]2[CH:19]=[CH:18]1.[OH-].[K+]>CN1C(=O)CCC1>[Cl:1][C:2]1[CH:10]=[CH:9][C:8]2[N:7]([CH2:27][CH2:26][C:24]3[CH:25]=[C:20]4[CH:19]=[CH:18][N:17]([CH3:16])[C:21]4=[N:22][CH:23]=3)[C:6]3[CH2:11][CH2:12][N:13]([CH3:15])[CH2:14][C:5]=3[C:4]=2[CH:3]=1 |f:2.3|. Procedure details: The title compound is prepared from a mixture of 8-chloro-2,3,4,5-tetrahydro-2-methyl-1H-pyrido[4,3-b]indole, 1-methyl-5-vinyl-1H-pyrrolo[2,3-b]pyridine and KOH (5-7 equiv) in NMP at a temperature ranging between 25 deg C. to 100 deg C. The product obtained is isolated by preparative HPLC. As a reaction SMILES: Cl[C:2]1[CH:20]=[CH:19][C:18]([N+:21]([O-:23])=[O:22])=[CH:17][C:3]=1[CH2:4][N:5]([CH3:16])[C:6](=[O:15])[O:7][CH2:8][C:9]1[CH:14]=[CH:13][CH:12]=[CH:11][CH:10]=1.[S-2:24].[Na+].[Na+].O>CS(C)=O>[SH:24][C:2]1[CH:20]=[CH:19][C:18]([N+:21]([O-:23])=[O:22])=[CH:17][C:3]=1[CH2:4][N:5]([CH3:16])[C:6](=[O:15])[O:7][CH2:8][C:9]1[CH:14]=[CH:13][CH:12]=[CH:11][CH:10]=1 |f:1.2.3|. Run in CS(=O)C (DMSO). Reported procedure: To a partially dissolved mixture of 6A (7.00 g, 20.91 mmol) in DMSO (40 mL), was added sodium sulfide (3.26 g, 41.8 mmol). The mixture was stirred at 50° C. for 45 min. The reaction mixture was cooled to rt, poured into water (500 mL). The mixture was extracted with EtOAc (3×). The combined organic phase was washed with water and brine, filtered though a pad of SiO2 and concentrated to a red oil. The crude product was purified by flash chromatography (loaded in chloroform onto a 40 g column and ... Conditions: temperature 50 celsius, time 45 minute. Product: SC1=C(CN(C(OCC2=CC=CC=C2)=O)C)C=C(C=C1)[N+](=O)[O-] (Benzyl 2-mercapto-5-nitrobenzyl(methyl)carbamate). The reactants are [S-2].[Na+].[Na+] (sodium sulfide), ClC1=C(CN(C(OCC2=CC=CC=C2)=O)C)C=C(C=C1)[N+](=O)[O-] (Benzyl 2-chloro-5-nitrobenzyl(methyl)carbamate), O (water). Yield: 44.6%. The reactants are C(C1=CC=CC=C1)N(C1=C(C=NN1C1=CC=CC=C1)C(=O)OCC)C(CC(=O)OCC)=O (ethyl 5-[benzyl(3-ethoxy-3-oxopropanoyl)amino]-1-phenyl-1H-pyrazole-4-carboxylate), C[O-].[Na+] (sodium methoxide). Yields the product C(C1=CC=CC=C1)N1C2=C(C(=C(C1=O)C(=O)OC)O)C=NN2C2=CC=CC=C2 (methyl 7-benzyl-4-hydroxy-6-oxo-1-phenyl-6,7-dihydro-1H-pyrazolo[3,4-b]pyridine-5-carboxylate). Reaction SMILES: [CH2:1]([N:8]([C:25](=[O:32])[CH2:26][C:27]([O:29][CH2:30]C)=[O:28])[C:9]1[N:13]([C:14]2[CH:19]=[CH:18][CH:17]=[CH:16][CH:15]=2)[N:12]=[CH:11][C:10]=1[C:20]([O:22]CC)=O)[C:2]1[CH:7]=[CH:6][CH:5]=[CH:4][CH:3]=1.C[O-].[Na+]>>[CH2:1]([N:8]1[C:25](=[O:32])[C:26]([C:27]([O:29][CH3:30])=[O:28])=[C:20]([OH:22])[C:10]2[CH:11]=[N:12][N:13]([C:14]3[CH:15]=[CH:16][CH:17]=[CH:18][CH:19]=3)[C:9]1=2)[C:2]1[CH:7]=[CH:6][CH:5]=[CH:4][CH:3]=1 |f:1.2|. Reported procedure: The title compound was prepared from the product of Example 138B and sodium methoxide according to the procedure of Rowley, and co-workers as described in J. Med. Chem., 1993, 36, 3386-3396. MS (ESI−) m/z 374 (M−H)−. The reactants are O.NN (hydrazine hydrate), C1(=CC=CC=C1)CC(=O)C1=CC=C(C=C1)C (2-Phenyl-1-p-tolylethanone), C(CCC=C)(=O)Cl (pent-4-enoyl chloride), [Li+].C[Si](C)(C)[N-][Si](C)(C)C (LiHMDS). The solvent is CC(=O)O (AcOH), CCO (EtOH), C1(=CC=CC=C1)C (Toluene). Run at time 5 minute. Product: C(CC=C)C1=C(C(=NN1)C1=CC=C(C=C1)C)C1=CC=CC=C1 (5-(But-3-enyl)-4-phenyl-3-p-tolyl-1H-pyrazole). Yield: 25.9%. RXN SMILES: [C:1]1([CH2:7][C:8]([C:10]2[CH:15]=[CH:14][C:13]([CH3:16])=[CH:12][CH:11]=2)=O)[CH:6]=[CH:5][CH:4]=[CH:3][CH:2]=1.[Li+].C[Si]([N-][Si](C)(C)C)(C)C.[C:27](Cl)(=O)[CH2:28][CH2:29][CH:30]=[CH2:31].O.[NH2:35][NH2:36]>C1(C)C=CC=CC=1.CC(O)=O.CCO>[CH2:28]([C:27]1[NH:36][N:35]=[C:8]([C:10]2[CH:15]=[CH:14][C:13]([CH3:16])=[CH:12][CH:11]=2)[C:7]=1[C:1]1[CH:6]=[CH:5][CH:4]=[CH:3][CH:2]=1)[CH2:29][CH:30]=[CH2:31] |f:1.2,4.5|. Procedure details: 2-Phenyl-1-p-tolylethanone (1.0 g, 4.76 mmol) was dissolved in Toluene (20 mL). The reaction was cooled in an ice bath and then LiHMDS (4.76 mL, 4.76 mmol) was added slowly via syringe. The reaction was stirred at this temperature for 5 min and then pent-4-enoyl chloride (0.564 g, 4.76 mmol) was added. The reaction was warmed to room temperature and stirred at this temperature for 20 min. After this time EtOH (10 mL), AcOH (2 mL), and hydrazine hydrate (0.231 mL, 4.76 mmol) were added to the rea...